From a dataset of the Open Reaction Database (ORD), a public repository of structured organic reaction records. describe an organic reaction: reactants, conditions, products, and yield Starting materials: ClC1=C(C=C2C=CN=CC2=C1)F (7-Chloro-6-fluoro-isoquinoline), C(C)(C)(C)OC(N[C@@H]1CC[C@@H](CC1)O)=O (cis-(4-hydroxy-cyclohexyl)-carbamic acid tert-butyl ester), C(C)(C)(C)OC(N[C@@H]1CC[C@H](CC1)OC=1C(=C2C=CN=CC2=CC1)Cl)=O (trans-[4-(5-Chloro-isoquinolin-6-yloxy)-cyclohexyl]-carbamic acid tert-butyl ester). Yields the product C(C)(C)(C)OC(N[C@@H]1CC[C@@H](CC1)OC=1C=C2C=CN=CC2=CC1Cl)=O (cis-[4-(7-Chloro-isoquinolin-6-yloxy)-cyclohexyl]-carbamic acid tert-butyl ester). As a reaction SMILES: ClC1C=C2C(C=CN=C2)=CC=1F.C(OC(=O)N[C@H]1CC[C@@H](O)CC1)(C)(C)C.[C:28]([O:32][C:33](=[O:53])[NH:34][C@H:35]1[CH2:40][CH2:39][C@H:38]([O:41][C:42]2[C:43]([Cl:52])=[C:44]3[C:49](=[CH:50][CH:51]=2)[CH:48]=[N:47][CH:46]=[CH:45]3)[CH2:37][CH2:36]1)([CH3:31])([CH3:30])[CH3:29]>>[C:28]([O:32][C:33](=[O:53])[NH:34][C@H:35]1[CH2:36][CH2:37][C@@H:38]([O:41][C:42]2[CH:51]=[C:50]3[C:49](=[CH:44][C:43]=2[Cl:52])[CH:48]=[N:47][CH:46]=[CH:45]3)[CH2:39][CH2:40]1)([CH3:29])([CH3:31])[CH3:30]. Procedure details: Starting with 7-chloro-6-fluoro-isoquinoline (6) and cis-(4-hydroxy-cyclohexyl)-carbamic acid tert-butyl ester, the title compound was prepared by the protocol described for trans-[4-(5-chloro-isoquinolin-6-yloxy)-cyclohexyl]-carbamic acid tert-butyl ester (10). Rt=1.07 min (Method #4). Detected mass: 377.2/379.2 (M+H+). Starting materials: C1(C=2C(C(N1)=O)=CC=CC2)=O (phthalimide), C1(=CC=CC=C1)P(C1=CC=CC=C1)C1=CC=CC=C1 (triphenylphosphine), N(=NC(=O)OCC)C(=O)OCC (diethyl azocarboxylate), ClC1=C(C=CC=C1)C(C1=C(C=CC(=C1)Cl)N1C(=NC(=C1)C)CO)=O (2',5-dichloro-[2-(hydroxymethyl)-4-methylimidazol-1-yl]benzophenone). The product is ClC1=C(C=CC=C1)C(C1=C(C=CC(=C1)Cl)N1C(=NC(=C1)C)CN1C(C=2C(C1=O)=CC=CC2)=O)=O (2',5-dichloro-2-[4-methyl-2-(phthalimidomethyl)imidazol-1-yl]benzophenone). As a reaction SMILES: [Cl:1][C:2]1[CH:7]=[CH:6][CH:5]=[CH:4][C:3]=1[C:8](=[O:24])[C:9]1[CH:14]=[C:13]([Cl:15])[CH:12]=[CH:11][C:10]=1[N:16]1[CH:20]=[C:19]([CH3:21])[N:18]=[C:17]1[CH2:22]O.[C:25]1(=[O:35])[NH:29][C:28](=[O:30])[C:27]2=[CH:31][CH:32]=[CH:33][CH:34]=[C:26]12.C1(P(C2C=CC=CC=2)C2C=CC=CC=2)C=CC=CC=1.N(C(OCC)=O)=NC(OCC)=O>>[Cl:1][C:2]1[CH:7]=[CH:6][CH:5]=[CH:4][C:3]=1[C:8](=[O:24])[C:9]1[CH:14]=[C:13]([Cl:15])[CH:12]=[CH:11][C:10]=1[N:16]1[CH:20]=[C:19]([CH3:21])[N:18]=[C:17]1[CH2:22][N:29]1[C:25](=[O:35])[C:26]2=[CH:34][CH:33]=[CH:32][CH:31]=[C:27]2[C:28]1=[O:30]. Procedure details: In the manner given in Example 17, 2',5-dichloro-[2-(hydroxymethyl)-4-methylimidazol-1-yl]benzophenone is treated with phthalimide and triphenylphosphine and finally with diethyl azocarboxylate to give 2',5-dichloro-2-[4-methyl-2-(phthalimidomethyl)imidazol-1-yl]benzophenone.